The task is: describe an organic reaction: reactants, conditions, products, and yield. This data is from the Open Reaction Database (ORD), a public repository of structured organic reaction records. RXN SMILES: [Cl:1][C:2]1[C:15]([Cl:16])=[CH:14][C:5]2[NH:6][C:7]([CH2:9][C:10]([F:13])([F:12])[F:11])=[N:8][C:4]=2[CH:3]=1.C(=O)([O-])[O-].[K+].[K+].[C:23]1([C:29]2[CH:36]=[CH:35][CH:34]=[CH:33][C:30]=2[CH2:31]Br)[CH:28]=[CH:27][CH:26]=[CH:25][CH:24]=1>CN(C=O)C>[C:29]1([C:23]2[CH:24]=[CH:25][CH:26]=[CH:27][CH:28]=2)[CH:36]=[CH:35][CH:34]=[CH:33][C:30]=1[CH2:31][N:8]1[C:4]2[CH:3]=[C:2]([Cl:1])[C:15]([Cl:16])=[CH:14][C:5]=2[N:6]=[C:7]1[CH2:9][C:10]([F:12])([F:13])[F:11] |f:1.2.3|. Reactants: ClC1=CC2=C(NC(=N2)CC(F)(F)F)C=C1Cl (5,6-dichloro-2-(2,2,2-trifluoro-ethyl)-1H-benzimidazole), C([O-])([O-])=O.[K+].[K+] (potassium carbonate), C1(=CC=CC=C1)C1=C(CBr)C=CC=C1 (2-phenyl benzyl bromide). Run at time 8 hour. Run in CN(C)C=O (DMF). Yields the product C1(=C(C=CC=C1)CN1C(=NC2=C1C=C(C(=C2)Cl)Cl)CC(F)(F)F)C2=CC=CC=C2 (1-Biphenyl-2-ylmethyl-5,6-dichloro-2-(2,2,2-trifluoro-ethyl)-1H-benzoimidazole). Procedure: To 5,6-dichloro-2-(2,2,2-trifluoro-ethyl)-1H-benzimidazole (521 mg) in DMF (5 mL) was added potassium carbonate powder (802 mg) and 2-phenyl benzyl bromide (1.43 g). The resulting mixture was stirred at room temperature overnight. The reaction mixture was quenched with water, extracted with EtOAc, and dried over Na2SO4. The crude product was purified by silica gel chromatography (5%-40% EtOAc/hexanes), followed by recrystallization with Et2O/hexanes to yield the title compound as a white solid.